From a dataset of the Open Reaction Database (ORD), a public repository of structured organic reaction records. describe an organic reaction: reactants, conditions, products, and yield Starting materials: NC=1C=C(C=NC1)C(=O)N[C@@]1(COCC1)C(=O)OCCCC (n-butyl(S)-3-[(5-amino-pyridine-3-carbonyl)-amino]-tetrahydrofuran-3-carboxylate), [OH-].[Na+] (sodium hydroxide). The product is NC=1C=C(C=NC1)C(=O)N[C@@]1(COCC1)C(=O)O ((S)-3-[(5-amino-pyridine-3-carbonyl)-amino]-tetrahydrofuran-3-carboxylic acid). Reaction SMILES: [NH2:1][C:2]1[CH:3]=[C:4]([C:8]([NH:10][C@@:11]2([C:16]([O:18]CCCC)=[O:17])[CH2:15][CH2:14][O:13][CH2:12]2)=[O:9])[CH:5]=[N:6][CH:7]=1.[OH-].[Na+]>>[NH2:1][C:2]1[CH:3]=[C:4]([C:8]([NH:10][C@@:11]2([C:16]([OH:18])=[O:17])[CH2:15][CH2:14][O:13][CH2:12]2)=[O:9])[CH:5]=[N:6][CH:7]=1 |f:1.2|. Reported procedure: Analogously to Example 1d), n-butyl(S)-3-[(5-amino-pyridine-3-carbonyl)-amino]-tetrahydrofuran-3-carboxylate (69.9 mmol) was saponified with sodium hydroxide solution. The reactants are BrC(Br)(Br)Br, ClCCl, OCCCc1c[nH]c2ccc(F)cc12, c1ccc(P(c2ccccc2)c2ccccc2)cc1. Yields the product Fc1ccc2[nH]cc(CCCBr)c2c1. Reaction SMILES: [C:15]([Br:16])([Br:17])([Br:18])[Br:19].[CH2:39]([Cl:40])[Cl:41].[F:1][c:2]1[cH:3][c:4]2[c:5]([CH2:11][CH2:12][CH2:13][OH:14])[cH:6][nH:7][c:8]2[cH:9][cH:10]1.[c:20]1([P:21]([c:22]2[cH:23][cH:24][cH:25][cH:26][cH:27]2)[c:28]2[cH:29][cH:30][cH:31][cH:32][cH:33]2)[cH:34][cH:35][cH:36][cH:37][cH:38]1>>[F:1][c:2]1[cH:3][c:4]2[c:5]([CH2:11][CH2:12][CH2:13][Br:16])[cH:6][nH:7][c:8]2[cH:9][cH:10]1. Reactants: FC1=C(C=C(C=C1)OC)N1CCC(CC1)OC1=CC=C(C=C1)N1N=C([C@H]([C@@H]1CC(=O)O)C)C(F)(F)F (2-((4S,5S)-1-(4-((1-(2-fluoro-5-methoxyphenyl)piperidin-4-yl)oxy)phenyl)-4-methyl-3-(trifluoromethyl)-4,5-dihydro-1H-pyrazol-5-yl)acetic acid), B(Br)(Br)Br (BBr3), FC1=C(C=C(C=C1)O)N1CCC(CC1)OC1=CC=C(C=C1)N1N=C([C@H]([C@@H]1CC(=O)OCC)C)C(F)(F)F (Ethyl 2-((4S,5S)-1-(4-((1-(2-fluoro-5-hydroxyphenyl)piperidin-4-yl)oxy)phenyl)-4-methyl-3-(trifluoromethyl)-4,5-dihydro-1H-pyrazol-5-yl)acetate), C(C)(=O)Cl (acetyl chloride), Cl (HCl). Solvent: CCO (EtOH). Run at time 1.5 hour. The product is FC1=C(C=C(C=C1)O)N1CCC(CC1)OC1=CC=C(C=C1)N1N=C([C@H]([C@@H]1CC(=O)O)C)C(F)(F)F (2-((4S,5S)-1-(4-((1-(2-Fluoro-5-hydroxyphenyl)piperidin-4-yl)oxy)phenyl)-4-methyl-3-(trifluoromethyl)-4,5-dihydro-1H-pyrazol-5-yl)acetic acid). As a reaction SMILES: [F:1][C:2]1[CH:7]=[CH:6][C:5]([OH:8])=[CH:4][C:3]=1[N:9]1[CH2:14][CH2:13][CH:12]([O:15][C:16]2[CH:21]=[CH:20][C:19]([N:22]3[C@@H:26]([CH2:27][C:28]([O:30]CC)=[O:29])[C@H:25]([CH3:33])[C:24]([C:34]([F:37])([F:36])[F:35])=[N:23]3)=[CH:18][CH:17]=2)[CH2:11][CH2:10]1.C(Cl)(=O)C.Cl.FC1C=CC(OC)=CC=1N1CCC(OC2C=CC(N3[C@@H](CC(O)=O)[C@H](C)C(C(F)(F)F)=N3)=CC=2)CC1.B(Br)(Br)Br>CCO>[F:1][C:2]1[CH:7]=[CH:6][C:5]([OH:8])=[CH:4][C:3]=1[N:9]1[CH2:14][CH2:13][CH:12]([O:15][C:16]2[CH:17]=[CH:18][C:19]([N:22]3[C@@H:26]([CH2:27][C:28]([OH:30])=[O:29])[C@H:25]([CH3:33])[C:24]([C:34]([F:35])([F:36])[F:37])=[N:23]3)=[CH:20][CH:21]=2)[CH2:11][CH2:10]1. Procedure details: Ethyl 2-((4S,5S)-1-(4-((1-(2-fluoro-5-hydroxyphenyl)piperidin-4-yl)oxy)phenyl)-4-methyl-3-(trifluoromethyl)-4,5-dihydro-1H-pyrazol-5-yl)acetate: To a solution of EtOH (0.86 mL) was added acetyl chloride (0.18 mL, 2.6 mmol) to generate anhydrous HCl. After addition, the mixture was warmed to room temp, and 2-((4S,5S)-1-(4-((1-(2-fluoro-5-methoxyphenyl)piperidin-4-yl)oxy)phenyl)-4-methyl-3-(trifluoromethyl)-4,5-dihydro-1H-pyrazol-5-yl)acetic acid (Example 1, 0.044 g, 0.086 mmol) was added. The mix... Reactants: CNc1c(C)c(C)c(OC(C)=O)c(C)c1[N+](=O)[O-], CCO, CCOC(C)=O, [H][H], O=[Pt]. The product is CNc1c(C)c(C)c(OC(C)=O)c(C)c1N. RXN SMILES: [CH3:1][NH:2][c:3]1[c:4]([CH3:18])[c:5]([CH3:17])[c:6]([O:13][C:14]([CH3:15])=[O:16])[c:7]([CH3:12])[c:8]1[N+:9]([O-:10])=[O:11].[CH3:21][CH2:22][OH:23].[CH3:24][CH2:25][O:26][C:27](=[O:28])[CH3:29].[H:19][H:20].[Pt:30]=[O:31]>>[CH3:1][NH:2][c:3]1[c:4]([CH3:18])[c:5]([CH3:17])[c:6]([O:13][C:14]([CH3:15])=[O:16])[c:7]([CH3:12])[c:8]1[NH2:9].